This data is from the Open Reaction Database (ORD), a public repository of structured organic reaction records. The task is: describe an organic reaction: reactants, conditions, products, and yield The reactants are [Al+3], O=C(O)CC1Cc2ccccc2C1, OCCC1Cc2ccccc2C1, C1CCOC1, C[N+]1([O-])CCOCC1, CC#N, CCC[N+](CCC)(CCC)CCC, ClCCl, [H-], [H-], [H-], [H-], [Li+], O=[Ru](=O)(=O)[O-]. The product is O=CCC1Cc2ccccc2C1. As a reaction SMILES: [Al+3:15].[CH2:1]1[CH:2]([CH2:10][C:11](=[O:12])[OH:13])[CH2:3][c:4]2[cH:5][cH:6][cH:7][cH:8][c:9]21.[CH2:20]1[c:21]2[c:22]([cH:23][cH:24][cH:25][cH:26]2)[CH2:27][CH:28]1[CH2:29][CH2:30][OH:31].[CH2:40]1[O:41][CH2:42][CH2:43][CH2:44]1.[CH3:32][N+:33]1([O-:34])[CH2:35][CH2:36][O:37][CH2:38][CH2:39]1.[CH3:48][C:49]#[N:50].[CH3:51][CH2:52][CH2:53][N+:54]([CH2:55][CH2:56][CH3:57])([CH2:58][CH2:59][CH3:60])[CH2:61][CH2:62][CH3:63].[Cl:45][CH2:46][Cl:47].[H-:14].[H-:17].[H-:18].[H-:19].[Li+:16].[O:64]=[Ru:65](=[O:66])([O-:67])=[O:68]>>[CH2:1]1[CH:2]([CH2:10][CH:11]=[O:12])[CH2:3][c:4]2[cH:5][cH:6][cH:7][cH:8][c:9]21. Reactants: C(CCC)[Li] (n-butyl lithium), [Cl-].[NH4+] (ammonium chloride), C=1C=CC2=C(C1)C=CS2 (thianaphthene), CON(C(C1=C(C=CC(=C1)Br)C)=O)C (N-methoxy-N-methyl-5-bromo-2-methylbenzamide). Run in C(C)OCC (diethyl ether), C(C)OCC (diethyl ether). Reaction conditions: temperature -78 celsius, time 3 hour. Yields the product S1C2=C(C=C1C(=O)C1=C(C=CC(=C1)Br)C)C=CC=C2 (5-bromo2-methylphenyl benzo[b]thiophen-2-yl ketone). The yield is 74.2%. RXN SMILES: [CH:1]1[CH:2]=[CH:3][C:4]2[S:9][CH:8]=[CH:7][C:5]=2[CH:6]=1.C([Li])CCC.CON(C)[C:18](=[O:27])[C:19]1[CH:24]=[C:23]([Br:25])[CH:22]=[CH:21][C:20]=1[CH3:26].[Cl-].[NH4+]>C(OCC)C>[S:9]1[C:8]([C:18]([C:19]2[CH:24]=[C:23]([Br:25])[CH:22]=[CH:21][C:20]=2[CH3:26])=[O:27])=[CH:7][C:5]2[CH:6]=[CH:1][CH:2]=[CH:3][C:4]1=2 |f:3.4|. Procedure details: A solution of thianaphthene (543 mg) in diethyl ether (20 ml) was cooled to 0° C. under argon atmosphere, and thereto was added dropwise n-butyl lithium (2.44 M hexane solution, 1.74 ml). The reaction mixture was stirred at the same temperature for 3 hours. The reaction mixture was added dropwise to a solution of N-methoxy-N-methyl-5-bromo-2-methylbenzamide (1.15 g) obtained in Reference Example 4-(2) in diethyl ether (10 ml) cooled to −78° C. The mixture was warmed to room temperature and stirr... The reactants are ClCCl, COC(=O)c1cc(Cl)ccc1N, O=C(Cl)c1cccc(CCl)c1, c1ccncc1. Yields the product COC(=O)c1cc(Cl)ccc1NC(=O)c1cccc(CCl)c1. Reaction SMILES: [CH2:30]([Cl:31])[Cl:32].[CH3:1][O:2][C:3]([c:4]1[c:5]([NH2:11])[cH:6][cH:7][c:8]([Cl:10])[cH:9]1)=[O:12].[Cl:19][CH2:20][c:21]1[cH:22][c:23]([C:24](=[O:25])[Cl:26])[cH:27][cH:28][cH:29]1.[cH:13]1[cH:14][cH:15][n:16][cH:17][cH:18]1>>[CH3:1][O:2][C:3]([c:4]1[c:5]([NH:11][C:24]([c:23]2[cH:22][c:21]([CH2:20][Cl:19])[cH:29][cH:28][cH:27]2)=[O:25])[cH:6][cH:7][c:8]([Cl:10])[cH:9]1)=[O:12]. Reactants: S(=O)(=O)(C(F)(F)F)OS(=O)(=O)C(F)(F)F (Triflic anhydride), OC=1C(=NC=CC1)C(=O)OC (methyl 3-hydroxypicolinate), TEA. The solvent is C(Cl)Cl (CH2Cl2). Run at temperature 0 celsius, time 1 hour. Yields the product FC(S(=O)(=O)OC=1C(=NC=CC1)C(=O)OC)(F)F (methyl 3-(trifluoromethylsulfonyloxy)picolinate). RXN SMILES: [S:1]([O:8]S(C(F)(F)F)(=O)=O)([C:4]([F:7])([F:6])[F:5])(=[O:3])=[O:2].O[C:17]1[C:18]([C:23]([O:25][CH3:26])=[O:24])=[N:19][CH:20]=[CH:21][CH:22]=1>C(Cl)Cl>[F:5][C:4]([F:7])([F:6])[S:1]([O:8][C:17]1[C:18]([C:23]([O:25][CH3:26])=[O:24])=[N:19][CH:20]=[CH:21][CH:22]=1)(=[O:3])=[O:2]. Procedure details: Triflic anhydride (5.0 g, 18.0 mmol) was added dropwise to a cold (0° C.) solution of methyl 3-hydroxypicolinate (2.5 g, 16.3 mmol) and TEA (2.5 mL, 18.0 mmol) in CH2Cl2 (80 mL). The mixture was stirred at 0° C. for 1 h before it was allowed to warm up to room temperature where it stirred for an additional 1 h. The mixture was then quenched with saturated NaHCO3 solution (40 mL) and the organic layer was separated, washed with brine, dried over MgSO4 and concentrated to give methyl 3-(trifluorom... The reactants are Cc1ccccc1, ClC(Cl)Cl, [Cu]I, Ic1ccc(I)cc1, OC1CN2CCC1CC2, c1cnc2c(c1)ccc1cccnc12. Yields the product Ic1ccc(OC2CN3CCC2CC3)cc1. RXN SMILES: [CH3:32][c:33]1[cH:34][cH:35][cH:36][cH:37][cH:38]1.[CH:39]([Cl:40])([Cl:41])[Cl:42].[Cu:43][I:44].[I:10][c:11]1[cH:12][cH:13][c:14]([I:17])[cH:15][cH:16]1.[OH:1][CH:2]1[CH2:3][N:4]2[CH2:5][CH2:6][CH:7]1[CH2:8][CH2:9]2.[cH:18]1[cH:19][c:20]2[cH:21][cH:22][c:23]3[c:24]([c:25]2[n:26][cH:27]1)[n:28][cH:29][cH:30][cH:31]3>>[O:1]([CH:2]1[CH2:3][N:4]2[CH2:5][CH2:6][CH:7]1[CH2:8][CH2:9]2)[c:14]1[cH:13][cH:12][c:11]([I:10])[cH:16][cH:15]1. Reactants: CCO, Clc1ccc2nc(Cl)nnc2c1, N#C[Na]. The product is CCOc1nnc2cc(Cl)ccc2n1. RXN SMILES: [CH3:16][CH2:17][OH:18].[Cl:1][c:2]1[n:3][n:4][c:5]2[c:6]([n:7]1)[cH:8][cH:9][c:10]([Cl:12])[cH:11]2.[Na:13][C:14]#[N:15]>>[c:2]1([O:18][CH2:17][CH3:16])[n:3][n:4][c:5]2[c:6]([n:7]1)[cH:8][cH:9][c:10]([Cl:12])[cH:11]2. Reactants: NC1=CC=C2C(=N1)C(=CN2)C2=CCN1CCCC1C2 (5-amino-3-(1,2,3,4,5,8-hexahydroindolizin-7-yl)pyrrolo[3,2-b]pyridine), C(C)(=O)Cl (acetyl chloride). The product is C(C)(=O)N1C=C(C2=NC(=CC=C21)N)C2=CCN1CCCC1C2 (N-[acetyl]-5-amino-3-(1,2,3,4,5,8-hexahydroindolizin-7-yl)pyrrolo[3,2-b]pyridine). Yield: 72.7%. RXN SMILES: [NH2:1][C:2]1[N:7]=[C:6]2[C:8]([C:11]3[CH2:19][CH:18]4[N:14]([CH2:15][CH2:16][CH2:17]4)[CH2:13][CH:12]=3)=[CH:9][NH:10][C:5]2=[CH:4][CH:3]=1.[C:20](Cl)(=[O:22])[CH3:21]>>[C:20]([N:10]1[C:5]2[C:6](=[N:7][C:2]([NH2:1])=[CH:3][CH:4]=2)[C:8]([C:11]2[CH2:19][CH:18]3[N:14]([CH2:15][CH2:16][CH2:17]3)[CH2:13][CH:12]=2)=[CH:9]1)(=[O:22])[CH3:21]. Procedure: Beginning with 0.10 gm (0.39 mMol) 5-amino-3-(1,2,3,4,5,8-hexahydroindolizin-7-yl)pyrrolo[3,2-b]pyridine and 0.35 μL (0.47 mMol) acetyl chloride, 0.084 gm (73%) of the title compound were recovered by the procedure of Example 19. The reactants are NC1=C(NC2=CC(=CC=C12)Cl)C(=O)C1=NC=CC(=C1)Cl (3-amino-6-chloro-2-(4-chloropyridine-2-carbonyl)indole), C(C)(=O)OC(C(=O)Cl)(C)C (2-acetoxyisobutyryl chloride), IR(KBr)ν. Yields the product C(C)(=O)OC(C(=O)NC1=C(NC2=CC(=CC=C12)Cl)C(=O)C1=NC=CC(=C1)Cl)(C)C (3-(2-Acetoxyisobutyrylamino)-6-chloro-2-(4-chloropyridine-2-carbonyl)indole). Reaction SMILES: [NH2:1][C:2]1[C:10]2[C:5](=[CH:6][C:7]([Cl:11])=[CH:8][CH:9]=2)[NH:4][C:3]=1[C:12]([C:14]1[CH:19]=[C:18]([Cl:20])[CH:17]=[CH:16][N:15]=1)=[O:13].[C:21]([O:24][C:25]([CH3:30])([CH3:29])[C:26](Cl)=[O:27])(=[O:23])[CH3:22]>>[C:21]([O:24][C:25]([CH3:30])([CH3:29])[C:26]([NH:1][C:2]1[C:10]2[C:5](=[CH:6][C:7]([Cl:11])=[CH:8][CH:9]=2)[NH:4][C:3]=1[C:12]([C:14]1[CH:19]=[C:18]([Cl:20])[CH:17]=[CH:16][N:15]=1)=[O:13])=[O:27])(=[O:23])[CH3:22]. Procedure details: The title compound was prepared according to the procedure described in Example 19 employing 3-amino-6-chloro-2-(4-chloropyridine-2-carbonyl)indole (Exampe 68) and 2-acetoxyisobutyryl chloride. m.p.: 228-229° C. (recrystallized from ethyl acetate) IR(KBr)ν: 3500, 3250, 1740, 1710, 1620, 1600, 1570, 1540, 1480, 1350, 1230, 1180, 1150, 740 cm−1. The reactants are CC(C)Br, CCON=C(C)c1ccc2c(c1)ncn2-c1cccc(-c2cccnc2)c1, [H-], [Na+], CN(C)C=O, O. Product: CC(=NOC(C)C)c1ccc2c(c1)ncn2-c1cccc(-c2cccnc2)c1. RXN SMILES: [Br:30][CH:31]([CH3:32])[CH3:33].[CH2:1]([CH3:2])[O:3][N:4]=[C:5]([CH3:6])[c:7]1[cH:8][c:9]2[c:10]([n:11](-[c:14]3[cH:15][c:16](-[c:20]4[cH:21][n:22][cH:23][cH:24][cH:25]4)[cH:17][cH:18][cH:19]3)[cH:12][n:13]2)[cH:26][cH:27]1.[H-:28].[Na+:29].[O:34]=[CH:35][N:36]([CH3:37])[CH3:38].[OH2:39]>>[CH:1]([CH3:2])([O:3][N:4]=[C:5]([CH3:6])[c:7]1[cH:8][c:9]2[c:10]([n:11](-[c:14]3[cH:15][c:16](-[c:20]4[cH:21][n:22][cH:23][cH:24][cH:25]4)[cH:17][cH:18][cH:19]3)[cH:12][n:13]2)[cH:26][cH:27]1)[CH3:31]. Reactants: COC=1C=C(OCC2=C(N=C(S2)C2=CC=C(C=C2)C(F)(F)F)COC(C)=O)C=CC1C1=NOC(N1)=O (acetic acid 5-[3-methoxy-4-(5-oxo-4,5-dihydro-[1,2,4]oxadiazol-3-yl)-phenoxymethyl]-2-(4-trifluoromethyl-phenyl)-thiazol-4-ylmethyl ester), [OH-].[Li+] (lithium hydroxide). Run in CO (methanol). Run at temperature 0 celsius, time 45 minute. The product is OCC=1N=C(SC1COC1=CC(=C(C=C1)C1=NOC(N1)=O)OC)C1=CC=C(C=C1)C(F)(F)F (3-{4-[4-hydroxymethyl-2-(4-trifluoromethyl-phenyl)-thiazol-5-ylmethoxy]-2-methoxy-phenyl}-4H-[1,2,4]oxadiazol-5-one). Yield: 48.9%. Reaction SMILES: [CH3:1][O:2][C:3]1[CH:4]=[C:5]([CH:28]=[CH:29][C:30]=1[C:31]1[NH:35][C:34](=[O:36])[O:33][N:32]=1)[O:6][CH2:7][C:8]1[S:12][C:11]([C:13]2[CH:18]=[CH:17][C:16]([C:19]([F:22])([F:21])[F:20])=[CH:15][CH:14]=2)=[N:10][C:9]=1[CH2:23][O:24]C(=O)C.[OH-].[Li+]>CO>[OH:24][CH2:23][C:9]1[N:10]=[C:11]([C:13]2[CH:18]=[CH:17][C:16]([C:19]([F:20])([F:21])[F:22])=[CH:15][CH:14]=2)[S:12][C:8]=1[CH2:7][O:6][C:5]1[CH:28]=[CH:29][C:30]([C:31]2[NH:35][C:34](=[O:36])[O:33][N:32]=2)=[C:3]([O:2][CH3:1])[CH:4]=1 |f:1.2|. Procedure: To a suspension of 0.5 g of acetic acid 5-[3-methoxy-4-(5-oxo-4,5-dihydro-[1,2,4]oxadiazol-3-yl)-phenoxymethyl]-2-(4-trifluoromethyl-phenyl)-thiazol-4-ylmethyl ester in 5 mL of methanol at 0° C. was added 0.22 g of lithium hydroxide. The resulting solution was stirred for 45 minutes at 0° C. then it was allowed to warm up to room temperature. The solvent was partly removed under reduced pressure and ethyl acetate/1 molar aqueous solution of KH2PO4 was added. The organic layer was separated and t...